This data is from the Open Reaction Database (ORD), a public repository of structured organic reaction records. The task is: describe an organic reaction: reactants, conditions, products, and yield The reactants are FC1(OC2=C(O1)C=CC(=C2)C(=O)Cl)F (2,2-difluorobenzo[d][1,3]dioxole-5-carbonyl chloride), NCC1CCN(CC1)CCNC(OC(C)(C)C)=O (tert-butyl 2-(4-(aminomethyl)piperidin-1-yl)ethylcarbamate), TEA, C(Cl)Cl (CH2Cl2), C(=O)(O)[O-].[Na+] (NaHCO3). The solvent is C1CCOC1 (THF), CCOC(=O)C (EtOAc). Reaction conditions: temperature -20 celsius, time 8 hour. Product: FC1(OC2=C(O1)C=CC(=C2)C(=O)NCC2CCN(CC2)CCNC(OC(C)(C)C)=O)F (tert-butyl 2-(4-((2,2-difluorobenzo[d][1,3]dioxole-5-carboxamido)methyl)piperidin-1-yl)ethylcarbamate). Reaction SMILES: [NH2:1][CH2:2][CH:3]1[CH2:8][CH2:7][N:6]([CH2:9][CH2:10][NH:11][C:12](=[O:18])[O:13][C:14]([CH3:17])([CH3:16])[CH3:15])[CH2:5][CH2:4]1.C(Cl)Cl.[F:22][C:23]1([F:35])[O:27][C:26]2[CH:28]=[CH:29][C:30]([C:32](Cl)=[O:33])=[CH:31][C:25]=2[O:24]1.C([O-])(O)=O.[Na+]>CCOC(C)=O.C1COCC1>[F:35][C:23]1([F:22])[O:27][C:26]2[CH:28]=[CH:29][C:30]([C:32]([NH:1][CH2:2][CH:3]3[CH2:8][CH2:7][N:6]([CH2:9][CH2:10][NH:11][C:12](=[O:18])[O:13][C:14]([CH3:15])([CH3:17])[CH3:16])[CH2:5][CH2:4]3)=[O:33])=[CH:31][C:25]=2[O:24]1 |f:3.4|. Procedure: A solution of tert-butyl 2-(4-(aminomethyl)piperidin-1-yl)ethylcarbamate (50 mg, 0.19 mmol) and TEA (135 μL, 0.972 mmol) in a mixture of 1:1 CH2Cl2:THF (2.5 mL) was treated with 2,2-difluorobenzo[d][1,3]dioxole-5-carbonyl chloride (51 mg, 0.23 mmol). The resulting solution was stirred overnight, then transferred to a test tube containing saturated aqueous NaHCO3 (4 mL) and EtOAc (4 mL). The biphasic mixture was mixed vigorously and allowed to separate for 15 minutes. After separation, the mixtur... Starting materials: FC=1C=C(C(C(=O)O)=CC1F)N (4,5-difluoroanthranilic acid), S(O)(O)(=O)=O (sulfuric acid). Product: FC=1C=C(N)C=CC1F (3,4-difluoroaniline). As a reaction SMILES: [F:1][C:2]1[CH:3]=[C:4]([NH2:12])[C:5](=[CH:9][C:10]=1[F:11])C(O)=O.S(=O)(=O)(O)O>>[F:1][C:2]1[CH:3]=[C:4]([CH:5]=[CH:9][C:10]=1[F:11])[NH2:12]. Reported procedure: Following the procedure of Example 1B, the 4,5-difluoroanthranilic acid was decarboxylated by reaction with sulfuric acid, to form 3,4-difluoroaniline. Reactants: NC1=CC=CC2=CC=3C4=C(C(N(C(C4=C21)=O)CCN(C)C)=O)C=CC3 (11-amino-2-[2-(dimethylamino)ethyl]-1H-dibenzo[de,h]isoquinoline-1,3(2H)-dione), COCCN=C=S (2-methoxyethyl isothiocyanate). Run in C(C)#N (acetonitrile). Conditions: temperature 60 celsius. The product is CN(CCN1C(C2=C3C(=CC=4C2=C(C1=O)C=CC4)C=CC=C3NC(=S)NCCOC)=O)C (1-{2-[2-(dimethylamino)ethyl]-1,3-dioxo-2,3-dihydro-1H-dibenzo[de,h]isoquinolin-11-yl}-3-[2-methoxyethyl]thiourea), powder. Isolated yield 93.0%. As a reaction SMILES: [NH2:1][C:2]1[C:15]2[C:6](=[CH:7][C:8]3[C:9]4[C:14]=2[C:13](=[O:16])[N:12]([CH2:17][CH2:18][N:19]([CH3:21])[CH3:20])[C:11](=[O:22])[C:10]=4[CH:23]=[CH:24][CH:25]=3)[CH:5]=[CH:4][CH:3]=1.[CH3:26][O:27][CH2:28][CH2:29][N:30]=[C:31]=[S:32]>C(#N)C>[CH3:21][N:19]([CH3:20])[CH2:18][CH2:17][N:12]1[C:11](=[O:22])[C:10]2[CH:23]=[CH:24][CH:25]=[C:8]3[C:9]=2[C:14](=[C:15]2[C:2]([NH:1][C:31]([NH:30][CH2:29][CH2:28][O:27][CH3:26])=[S:32])=[CH:3][CH:4]=[CH:5][C:6]2=[CH:7]3)[C:13]1=[O:16]. Reported procedure: 100 mg of 11-amino-2-[2-(dimethylamino)ethyl]-1H-dibenzo[de,h]isoquinoline-1,3(2H)-dione (obtained in example 3) (0.30 mmole) were dissolved in 6 ml of acetonitrile. 170 μl (5 molar equivalents) of 2-methoxyethyl isothiocyanate was added and the reaction mixture was maintained at 60° C. for 16 hours. The solvent was then evaporated under reduced pressure and the residue was submitted to a flash chromatography (SiO2, CH2Cl2/MeOH 95/5). 125 mg of the desired product (formula shown hereinabove) wer... Product: Nc1ncc(-c2cnn(CC(=O)N3CCOCC3)c2)cc1-c1nc2ccccc2s1. The reactants are F[B-](F)(F)F, C1COCCN1, CCOC(C)=O, CCN(C(C)C)C(C)C, Nc1ncc(-c2cnn(CC(=O)O)c2)cc1-c1nc2ccccc2s1, CN(C)C=O, CN(C)C(On1nnc2ccccc21)=[N+](C)C. RXN SMILES: [B-:32]([F:33])([F:34])([F:35])[F:36].[CH2:26]1[CH2:27][O:28][CH2:29][CH2:30][NH:31]1.[CH3:68][CH2:69][O:70][C:71]([CH3:72])=[O:73].[CH:54]([N:55]([CH2:56][CH3:57])[CH:58]([CH3:59])[CH3:60])([CH3:61])[CH3:62].[NH2:1][c:2]1[c:3](-[c:17]2[s:18][c:19]3[c:20]([n:21]2)[cH:22][cH:23][cH:24][cH:25]3)[cH:4][c:5](-[c:8]2[cH:9][n:10][n:11]([CH2:13][C:14](=[O:15])[OH:16])[cH:12]2)[cH:6][n:7]1.[O:63]=[CH:64][N:65]([CH3:66])[CH3:67].[n:37]1([O:38][C:39]([N:40]([CH3:41])[CH3:42])=[N+:43]([CH3:44])[CH3:45])[c:46]2[cH:47][cH:48][cH:49][cH:50][c:51]2[n:52][n:53]1>>[NH2:1][c:2]1[c:3](-[c:17]2[s:18][c:19]3[c:20]([n:21]2)[cH:22][cH:23][cH:24][cH:25]3)[cH:4][c:5](-[c:8]2[cH:9][n:10][n:11]([CH2:13][C:14](=[O:16])[N:31]3[CH2:26][CH2:27][O:28][CH2:29][CH2:30]3)[cH:12]2)[cH:6][n:7]1. Starting materials: CN(C)Cc1ccc2cnccn12, CN(C)Cc1ccc2c(CCc3ccccc3)nccn12. The product is N#CCc1ccc2c(CCc3ccccc3)nccn12. RXN SMILES: [CH3:22][N:23]([CH2:24][c:25]1[n:26]2[cH:27][cH:28][n:29][cH:30][c:31]2[cH:32][cH:33]1)[CH3:34].[c:1]1([CH2:7][CH2:8][c:9]2[c:10]3[n:11]([cH:12][cH:13][n:14]2)[c:15]([CH2:18][N:19]([CH3:20])[CH3:21])[cH:16][cH:17]3)[cH:2][cH:3][cH:4][cH:5][cH:6]1>>[c:1]1([CH2:7][CH2:8][c:9]2[c:10]3[n:11]([cH:12][cH:13][n:14]2)[c:15]([CH2:18][C:22]#[N:23])[cH:16][cH:17]3)[cH:2][cH:3][cH:4][cH:5][cH:6]1. Starting materials: C(C)(C)(C)N1N=CC(=C1)NC(=O)NC1=C(C=CC(=C1)C1=CC2=C(N=C(N=C2)SC)N(C1=O)C(C)C)F (1-(1-tert-butyl-1H-pyrazol-4-yl)-3-(2-fluoro-5-(8-isopropyl-2-(methylthio)-7-oxo-7,8-dihydropyrido[2,3-d]pyrimidin-6-yl)phenyl)urea), CN (methylamine). Solvent: C1CCOC1 (THF). The product is C(C)(C)(C)N1N=CC(=C1)NC(=O)NC1=C(C=CC(=C1)C1=CC2=C(N=C(N=C2)NC)N(C1=O)C(C)C)F (1-(1-tert-butyl-1H-pyrazol-4-yl)-3-(2-fluoro-5-(8-isopropyl-2-(methylamino)-7-oxo-7,8-dihydropyrido[2,3-d]pyrimidin-6-yl)phenyl)urea). Yield: 62.0%. As a reaction SMILES: [C:1]([N:5]1[CH:9]=[C:8]([NH:10][C:11]([NH:13][C:14]2[CH:19]=[C:18]([C:20]3[C:31](=[O:32])[N:30]([CH:33]([CH3:35])[CH3:34])[C:23]4[N:24]=[C:25](SC)[N:26]=[CH:27][C:22]=4[CH:21]=3)[CH:17]=[CH:16][C:15]=2[F:36])=[O:12])[CH:7]=[N:6]1)([CH3:4])([CH3:3])[CH3:2].[CH3:37][NH2:38]>C1COCC1>[C:1]([N:5]1[CH:9]=[C:8]([NH:10][C:11]([NH:13][C:14]2[CH:19]=[C:18]([C:20]3[C:31](=[O:32])[N:30]([CH:33]([CH3:35])[CH3:34])[C:23]4[N:24]=[C:25]([NH:38][CH3:37])[N:26]=[CH:27][C:22]=4[CH:21]=3)[CH:17]=[CH:16][C:15]=2[F:36])=[O:12])[CH:7]=[N:6]1)([CH3:4])([CH3:3])[CH3:2]. Procedure details: Using a procedure analogous to Example A1, 1-(1-tert-butyl-1H-pyrazol-4-yl)-3-(2-fluoro-5-(8-isopropyl-2-(methylthio)-7-oxo-7,8-dihydropyrido[2,3-d]pyrimidin-6-yl)phenyl)urea (0.065 g, 0.13 mmol) and 2 M methylamine in THF (1 mL) were combined to afford 1-(1-tert-butyl-1H-pyrazol-4-yl)-3-(2-fluoro-5-(8-isopropyl-2-(methylamino)-7-oxo-7,8-dihydropyrido[2,3-d]pyrimidin-6-yl)phenyl)urea as white solid (39 mg, 62%). 1H NMR (400 MHz, DMSO-d6): δ 8.68 (s, 1H), 8.62 (s, 1H), 8.48 (d, J=2.0 Hz, 1H), 8.3... Reaction SMILES: [CH2:1]1[CH2:2][O:3]1.[CH3:10][OH:11].[CH3:4][C:5]([CH2:6][NH2:7])([CH3:8])[CH3:9]>>[CH2:1]([CH2:2][NH:7][CH2:6][C:5]([CH3:4])([CH3:8])[CH3:9])[OH:3]. The product is CC(C)(C)CNCCO. Starting materials: C1CO1, CO, CC(C)(C)CN.